This data is from the Open Reaction Database (ORD), a public repository of structured organic reaction records. The task is: describe an organic reaction: reactants, conditions, products, and yield Starting materials: BrC=1C=CC2=C(N(CCC=3N2C(=NN3)C)C3=CC=C(C=C3)Cl)C1 (8-bromo-6-(4-chlorophenyl)-1-methyl-5,6-dihydro-4H-benzo[b][1,2,4]triazolo[4,3-d][1,4]diazepine), BrC=1C=CC2=C(N(CCC=3N2C(=NN3)C)C3=CC=C(C=C3)Cl)C1 (8-bromo-6-(4-chlorophenyl)-1-methyl-5,6-dihydro-4H-benzo[b][1,2,4]triazolo[4,3-d][1,4]diazepine), C(CCC)[Sn](C1=NC=CC=N1)(CCCC)CCCC (2-(tributylstannyl)pyrimidine), [Cl-].[Li+] (lithium chloride). Reagents/catalysts: C1=CC=C(C=C1)P([C-]2C=CC=C2)C3=CC=CC=C3.C1=CC=C(C=C1)P([C-]2C=CC=C2)C3=CC=CC=C3.Cl[Pd]Cl.[Fe+2] ([1,1′-bis(diphenylphosphino)ferrocene]dichloropalladium(II)). Solvent: C1(=CC=CC=C1)C (toluene). Reaction conditions: temperature 100 celsius. Yields the product ClC1=CC=C(C=C1)N1C2=C(N3C(CC1)=NN=C3C)C=CC(=C2)C2=NC=CC=N2 (6-(4-chlorophenyl)-1-methyl-8-(pyrimidin-2-yl)-5,6-dihydro-4H-benzo[b][1,2,4]triazolo[4,3-d][1,4]diazepine). The yield is 5.1%. RXN SMILES: Br[C:2]1[CH:3]=[CH:4][C:5]2[N:11]3[C:12]([CH3:15])=[N:13][N:14]=[C:10]3[CH2:9][CH2:8][N:7]([C:16]3[CH:21]=[CH:20][C:19]([Cl:22])=[CH:18][CH:17]=3)[C:6]=2[CH:23]=1.C([Sn](CCCC)(CCCC)[C:29]1[N:34]=[CH:33][CH:32]=[CH:31][N:30]=1)CCC.[Cl-].[Li+]>C1C=CC(P(C2C=CC=CC=2)[C-]2C=CC=C2)=CC=1.C1C=CC(P(C2C=CC=CC=2)[C-]2C=CC=C2)=CC=1.Cl[Pd]Cl.[Fe+2].C1(C)C=CC=CC=1>[Cl:22][C:19]1[CH:20]=[CH:21][C:16]([N:7]2[CH2:8][CH2:9][C:10]3=[N:14][N:13]=[C:12]([CH3:15])[N:11]3[C:5]3[CH:4]=[CH:3][C:2]([C:29]4[N:34]=[CH:33][CH:32]=[CH:31][N:30]=4)=[CH:23][C:6]2=3)=[CH:17][CH:18]=1 |f:2.3,4.5.6.7|. Reported procedure: Into a 25 mL sealed-tube evacuated and brimmed with nitrogen, was charged with a mixture of 8-bromo-6-(4-chlorophenyl)-1-methyl-5,6-dihydro-4H-benzo[b][1,2,4]triazolo[4,3-d][1,4]diazepine (Compound 13; 40 mg, 0.10 mmol), 2-(tributylstannyl)pyrimidine (56.8 g, 0.15 mmol), [1,1′-bis(diphenylphosphino)ferrocene]dichloropalladium(II) (7.2 mg, 0.01 mmol), lithium chloride (6.5 mg, 0.15 mmol) and toluene (2 mL). The mixture was heated for 12 hours at 100° C. The mixture was concentrated in vacuo, part...